This data is from the Open Reaction Database (ORD), a public repository of structured organic reaction records. The task is: describe an organic reaction: reactants, conditions, products, and yield Yields the product COC(=O)C1CCC(C(=O)NC(c2ccc3ccc(-c4ccccc4)nc3c2)c2nccnc2Cl)CC1. RXN SMILES: [C:13](=[O:14])([O:15][CH3:16])[CH:17]1[CH2:18][CH2:19][CH:20]([C:23](=[O:24])[OH:25])[CH2:21][CH2:22]1.[C:1]([n:2]1[cH:3][cH:4][n:5][cH:6]1)([n:7]1[cH:8][cH:9][n:10][cH:11]1)=[O:12].[CH2:51]1[O:52][CH2:53][CH2:54][CH2:55]1.[Cl:26][c:27]1[c:28]([CH:33]([c:34]2[cH:35][cH:36][c:37]3[cH:38][cH:39][c:40](-[c:44]4[cH:45][cH:46][cH:47][cH:48][cH:49]4)[n:41][c:42]3[cH:43]2)[NH2:50])[n:29][cH:30][cH:31][n:32]1>>[C:13](=[O:14])([O:15][CH3:16])[CH:17]1[CH2:18][CH2:19][CH:20]([C:23](=[O:25])[NH:50][CH:33]([c:28]2[c:27]([Cl:26])[n:32][cH:31][cH:30][n:29]2)[c:34]2[cH:35][cH:36][c:37]3[cH:38][cH:39][c:40](-[c:44]4[cH:45][cH:46][cH:47][cH:48][cH:49]4)[n:41][c:42]3[cH:43]2)[CH2:21][CH2:22]1. Reactants: COC(=O)C1CCC(C(=O)O)CC1, O=C(n1ccnc1)n1ccnc1, C1CCOC1, NC(c1ccc2ccc(-c3ccccc3)nc2c1)c1nccnc1Cl. Reactants: CC(C)(C)OC(=O)NCCn1c(CCl)nc2cnc3cc(OCc4ccccc4)ccc3c21, C1CCOC1, CC(C)(C)[O-], [K+]. The product is CC(C)(C)OC(=O)N1CCn2c(nc3cnc4cc(OCc5ccccc5)ccc4c32)C1. RXN SMILES: [CH2:1]([c:2]1[cH:3][cH:4][cH:5][cH:6][cH:7]1)[O:8][c:9]1[cH:10][cH:11][c:12]2[c:13]3[c:14]([cH:15][n:16][c:17]2[cH:18]1)[n:19][c:20]([CH2:32][Cl:33])[n:21]3[CH2:22][CH2:23][NH:24][C:25]([O:26][C:27]([CH3:28])([CH3:29])[CH3:30])=[O:31].[CH2:40]1[O:41][CH2:42][CH2:43][CH2:44]1.[CH3:34][C:35]([CH3:36])([O-:37])[CH3:38].[K+:39]>>[CH2:1]([c:2]1[cH:3][cH:4][cH:5][cH:6][cH:7]1)[O:8][c:9]1[cH:10][cH:11][c:12]2[c:13]3[c:14]([cH:15][n:16][c:17]2[cH:18]1)[n:19][c:20]1[n:21]3[CH2:22][CH2:23][N:24]([C:25]([O:26][C:27]([CH3:28])([CH3:29])[CH3:30])=[O:31])[CH2:32]1. Reactants: O1C(CCCC1)O[C@@H]1[C@]2(C)[C@@H](CC1)[C@@H]1CC[C@H]3CC(CC[C@]3(C)[C@H]1CC2)=O ((5α,17β)-17-[(tetrahydro-2H-pyran-2-yl)oxy]androstan-3-one), C(C)(C)N(CC)C(C)C (diisopropylethylamine), B(F)(F)F.CCOCC (boron trifluoride etherate), C(C)OC(OCC)OCC (triethylorthoformate). Run in ClCCl (dichloromethane), ClCCl (dichloromethane). Reaction conditions: temperature 0 celsius, time 15 minute. Product: C(C)OC([C@H]1C(C[C@@H]2CC[C@H]3[C@@H]4CC[C@@H]([C@@]4(C)CC[C@@H]3[C@]2(C1)C)OC1OCCCC1)=O)OCC ((2α,5α,17β)-2-(diethoxymethyl)-17-[(tetrahydro-2H-pyran-2-yl)oxy]androstan-3-one). Isolated yield 49.3%. As a reaction SMILES: B(F)(F)F.CCOCC.C(O[CH:13]([O:17][CH2:18][CH3:19])[O:14][CH2:15][CH3:16])C.[O:20]1[CH2:25][CH2:24][CH2:23][CH2:22][CH:21]1[O:26][C@H:27]1[CH2:32][CH2:31][C@H:30]2[C@H:33]3[C@H:43]([CH2:44][CH2:45][C@:28]12[CH3:29])[C@:41]1([CH3:42])[C@H:36]([CH2:37][C:38](=[O:46])[CH2:39][CH2:40]1)[CH2:35][CH2:34]3.C(N(C(C)C)CC)(C)C>ClCCl>[CH2:18]([O:17][CH:13]([O:14][CH2:15][CH3:16])[C@@H:39]1[CH2:40][C@@:41]2([CH3:42])[C@@H:36]([CH2:35][CH2:34][C@@H:33]3[C@@H:43]2[CH2:44][CH2:45][C@@:28]2([CH3:29])[C@H:30]3[CH2:31][CH2:32][C@@H:27]2[O:26][CH:21]2[CH2:22][CH2:23][CH2:24][CH2:25][O:20]2)[CH2:37][C:38]1=[O:46])[CH3:19] |f:0.1|. Reported procedure: Under an argon atmosphere at less than -30° C. boron trifluoride etherate (100 ml., 115.4 g., 0.704 mole) was added to a solution of triethylorthoformate (109.5 ml., 97.56 g., 0.658 mole) in dichloromethane (300 ml.). The temperature was raised to 0° C., kept there for 15 min., then lowered to -70° C. A solution of (5α,17β)-17-[(tetrahydro-2H-pyran-2-yl)oxy]androstan-3-one (0.3 mole) in dichloromethane (250 ml.+50 ml. for rinsing) was then added, followed by diisopropylethylamine (166.5 ml., 123... Starting materials: C([O-])([O-])=O.[Na+].[Na+] (sodium carbonate), C1(=CC=CC=C1)B(O)O (Phenylboronic acid), ClC1=NC=CC=C1N (2-chloro-3-aminopyridine), C(C1=CC=CC=C1)=O (benzaldehyde). The reagents and catalysts are C(C)(=O)[O-].[Pd+2].C(C)(=O)[O-] (palladium acetate), C1(=CC=CC=C1)P(C1=CC=CC=C1)C1=CC=CC=C1 (triphenylphosphine). Solvent: C1(=CC=CC=C1)C (toluene), C1(=CC=CC=C1)C (toluene), O (water). Product: C1(=CC=CC=C1)C1=NC=CC=C1N (2-phenyl-3-aminopyridine). Isolated yield 96.7%. As a reaction SMILES: [C:1]1(B(O)O)[CH:6]=[CH:5][CH:4]=[CH:3][CH:2]=1.Cl[C:11]1[C:16]([NH2:17])=[CH:15][CH:14]=[CH:13][N:12]=1.C(=O)C1C=CC=CC=1.C(=O)([O-])[O-].[Na+].[Na+]>C1(C)C=CC=CC=1.O.C([O-])(=O)C.[Pd+2].C([O-])(=O)C.C1(P(C2C=CC=CC=2)C2C=CC=CC=2)C=CC=CC=1>[C:1]1([C:11]2[C:16]([NH2:17])=[CH:15][CH:14]=[CH:13][N:12]=2)[CH:6]=[CH:5][CH:4]=[CH:3][CH:2]=1 |f:3.4.5,8.9.10|. Reported procedure: A solution of palladium acetate (224.5 mg, 1.00 mmol) and triphenylphosphine (1.05 g, 4.00 mmol) in toluene (1000 mL) was stirred at room temperature for 15 minutes. Phenylboronic acid (114 g, 935 mmol), 2-chloro-3-aminopyridine (100 g, 778 mmol), benzaldehyde (83.4 g, 786 mmol), and toluene (500 mL) were then added followed by a solution of sodium carbonate (200 g, 1.89 mol) in water (1500 mL). The mixture was heated to reflux for 18 hours, cooled to room temperature, and the layers were separa... Reactants: CC(=O)C.OS(=O)(=O)O.O=[Cr](=O)=O (Jones Reagent), C(C)C=1OC2=C(C(C1)=O)C=C(C=C2)C(CO)C (2-(2-Ethyl-4-oxo-4H-1-benzopyran-6-yl)propan-1-ol), O (Water). Solvent: CC(=O)C (acetone). Yields the product C(C)C=1OC2=C(C(C1)=O)C=C(C=C2)C(C(=O)O)C (2-(2-Ethyl-4-oxo-4H-1-benzopyran-6-yl)propionic acid). RXN SMILES: [CH2:1]([C:3]1[O:4][C:5]2[CH:13]=[CH:12][C:11]([CH:14]([CH3:17])[CH2:15][OH:16])=[CH:10][C:6]=2[C:7](=[O:9])[CH:8]=1)[CH3:2].CC(C)=[O:20].OS(O)(=O)=O.O=[Cr](=O)=O.O>CC(C)=O>[CH2:1]([C:3]1[O:4][C:5]2[CH:13]=[CH:12][C:11]([CH:14]([CH3:17])[C:15]([OH:20])=[O:16])=[CH:10][C:6]=2[C:7](=[O:9])[CH:8]=1)[CH3:2] |f:1.2.3|. Reported procedure: 2-(2-Ethyl-4-oxo-4H-1-benzopyran-6-yl)propan-1-ol (3.0 g; 0.0129 mol) was dissolved in acetone (20 ml) and Jones Reagent (Example 2) was slowly added until the solution attained a permanent brown colour. Water (100 ml) was added and the mixture was extracted with chloroform (4×70 ml). The combined chloroform phases were extracted with saturated sodium bicarbonate solution (4×30 ml). The aqueous phases were combined, washed with chloroform (100 ml) and then acidified with concentrated hydrochlori... Procedure: The title compound was prepared according to Method A and the experimentals described for compound 1 from 3-(chloromethyl)-6-methyl-2-p-tolylimidazo[1,2-a]pyridine hydrochloride and ethyl 1H-imidazole-2-carboxylate. m/e+ 375 for C22H23N4O2 [M+H]+; 1H-NMR (300 MHz, CDCl3) δ 7.63 (m, 4H), 7.24 (m, 4H), 6.73 (d, J=0.9 Hz, 1H), 6.07 (s, 2H), 4.39 (m, 2H), 2.39 (s, 3H), 2.29 (s, 3H), 1.43 (m, 3H) ppm. Yields the product C(C)OC(=O)C=1N(C=CN1)CC1=C(N=C2N1C=C(C=C2)C)C2=CC=C(C=C2)C (1-(6-Methyl-2-p-tolyl-imidazo[1,2-a]pyridin-3-ylmethyl)-1H-imidazole-2-carboxylic acid ethyl ester). Starting materials: N1(C=NC=C1)CC1=C(N=C2N1C=C(C=C2)C)C2=CC=C(C=C2)C (3-((1H-imidazol-1-yl)methyl)-6-methyl-2-p-tolylimidazo[1,2-a]pyridine), Cl.ClCC1=C(N=C2N1C=C(C=C2)C)C2=CC=C(C=C2)C (3-(chloromethyl)-6-methyl-2-p-tolylimidazo[1,2-a]pyridine hydrochloride), N1C(=NC=C1)C(=O)OCC (ethyl 1H-imidazole-2-carboxylate). RXN SMILES: [N:1]1([CH2:6][C:7]2[N:11]3[CH:12]=[C:13]([CH3:16])[CH:14]=[CH:15][C:10]3=[N:9][C:8]=2[C:17]2[CH:22]=[CH:21][C:20]([CH3:23])=[CH:19][CH:18]=2)[CH:5]=[CH:4][N:3]=[CH:2]1.Cl.ClCC1N2C=C(C)C=CC2=NC=1C1C=CC(C)=CC=1.N1C=CN=C1[C:49]([O:51][CH2:52][CH3:53])=[O:50]>>[CH2:52]([O:51][C:49]([C:2]1[N:1]([CH2:6][C:7]2[N:11]3[CH:12]=[C:13]([CH3:16])[CH:14]=[CH:15][C:10]3=[N:9][C:8]=2[C:17]2[CH:22]=[CH:21][C:20]([CH3:23])=[CH:19][CH:18]=2)[CH:5]=[CH:4][N:3]=1)=[O:50])[CH3:53] |f:1.2|. Starting materials: CC1CN(c2ccc([N+](=O)[O-])cc2)CC(C)O1, CCO, [H][H]. Product: CC1CN(c2ccc(N)cc2)CC(C)O1. RXN SMILES: [CH3:1][CH:2]1[O:3][CH:4]([CH3:17])[CH2:5][N:6]([c:8]2[cH:9][cH:10][c:11]([N+:14]([O-:15])=[O:16])[cH:12][cH:13]2)[CH2:7]1.[CH3:20][CH2:21][OH:22].[H:18][H:19]>>[CH3:1][CH:2]1[O:3][CH:4]([CH3:17])[CH2:5][N:6]([c:8]2[cH:9][cH:10][c:11]([NH2:14])[cH:12][cH:13]2)[CH2:7]1.